From a dataset of the Open Reaction Database (ORD), a public repository of structured organic reaction records. describe an organic reaction: reactants, conditions, products, and yield Reactants: C(C)OC(=O)C1=NN(C(=C1)OCC(=O)N1[C@@H](CCC1)C(NCCF)=O)C1=CC=CC=C1 (5-[2-((S)-2-(2-Fluoro-ethylcarbamoyl)-pyrrolidin-1-yl)-2-oxo-ethoxy]-1-phenyl-1H-pyrazole-3-carboxylic acid ethyl ester), [OH-].[Na+] (NaOH). Run in C1CCOC1 (THF), O (water). Conditions: time 2 hour. Product: FCCNC(=O)[C@H]1N(CCC1)C(COC1=CC(=NN1C1=CC=CC=C1)C(=O)O)=O (5-[2-((S)-2-(2-Fluoro-ethylcarbamoyl)-pyrrolidin-1-yl)-2-oxo-ethoxy]-1-phenyl-1H-pyrazole-3-carboxylic acid). RXN SMILES: C([O:3][C:4]([C:6]1[CH:10]=[C:9]([O:11][CH2:12][C:13]([N:15]2[CH2:19][CH2:18][CH2:17][C@H:16]2[C:20](=[O:25])[NH:21][CH2:22][CH2:23][F:24])=[O:14])[N:8]([C:26]2[CH:31]=[CH:30][CH:29]=[CH:28][CH:27]=2)[N:7]=1)=[O:5])C.[OH-].[Na+]>C1COCC1.O>[F:24][CH2:23][CH2:22][NH:21][C:20]([C@@H:16]1[CH2:17][CH2:18][CH2:19][N:15]1[C:13](=[O:14])[CH2:12][O:11][C:9]1[N:8]([C:26]2[CH:31]=[CH:30][CH:29]=[CH:28][CH:27]=2)[N:7]=[C:6]([C:4]([OH:5])=[O:3])[CH:10]=1)=[O:25] |f:1.2|. Procedure details: To a solution of 1.50 g 5-[2-((S)-2-(2-Fluoro-ethylcarbamoyl)-pyrrolidin-1-yl)-2-oxo-ethoxy]-1-phenyl-1H-pyrazole-3-carboxylic acid ethyl ester in 28 ml THF and 7 ml water were added 1.7 ml aqueous NaOH (2 M) portionwise at 0° C. After 2 h the solution was neutralized with Amberlite IR-120 ion exchange resin, filtered and washed with methanol. The crude product obtained after evaporation of the solvents was used in the subsequent reaction. Yield: 1.38 g. The reactants are CN1C(=O)c2ccccc2S1(=O)=O, CN([SiH](C)C)[Si](C)(C)C, CS(C)=O, COC(=O)CCl, [K]. The product is COC(=O)C1=C(O)c2ccccc2S(=O)(=O)N1C. As a reaction SMILES: [CH3:1][N:2]1[S:3](=[O:4])(=[O:5])[c:6]2[cH:7][cH:8][cH:9][cH:10][c:11]2[C:12]1=[O:13].[CH3:20][SiH:21]([CH3:22])[N:23]([CH3:24])[Si:25]([CH3:26])([CH3:27])[CH3:28].[CH3:30][S:31]([CH3:32])=[O:33].[Cl:14][CH2:15][C:16](=[O:17])[O:18][CH3:19].[K:29]>>[CH3:1][N:2]1[S:3](=[O:4])(=[O:5])[c:6]2[cH:7][cH:8][cH:9][cH:10][c:11]2[C:12]([OH:13])=[C:15]1[C:16](=[O:17])[O:18][CH3:19]. Starting materials: O=C1C2=C(NC3=C(N1)C=CC=C3)C=CC=C2 (11-Oxo-10,11-dihydro-5H-dibenzo[b,e][1,4] diazepin), NaNH2, ClCCC(=O)Cl (3-chloropropionyl chloride). Run in C1CCOC1 (THF). Run at temperature 0 celsius, time 30 minute. Product: O=C1C2=C(N(C3=C(N1)C=CC=C3)C(CCCl)=O)C=CC=C2 (11-Oxo-10,11-dihydro-5-[(3-chloro)1-oxopropyl] 5-H-dibenzo[b,e] [1,4] diazepin). Yield: 87.0%. As a reaction SMILES: [O:1]=[C:2]1[NH:8][C:7]2[CH:9]=[CH:10][CH:11]=[CH:12][C:6]=2[NH:5][C:4]2[CH:13]=[CH:14][CH:15]=[CH:16][C:3]1=2.[Cl:17][CH2:18][CH2:19][C:20](Cl)=[O:21]>C1COCC1>[O:1]=[C:2]1[NH:8][C:7]2[CH:9]=[CH:10][CH:11]=[CH:12][C:6]=2[N:5]([C:20](=[O:21])[CH2:19][CH2:18][Cl:17])[C:4]2[CH:13]=[CH:14][CH:15]=[CH:16][C:3]1=2. Procedure details: The synthesis was performed according to the below synthetic scheme. To a solution of 11-Oxo-10,11-dihydro-5H-dibenzo[b,e][1,4] diazepin (0.376 gr., 1.79 mmol) in dry THF, (10 ml) NaNH2 (0.132 gr., 3.39 mmol) was added. The mixture was cooled to 0° C., and 0.2 ml 3-chloropropionyl chloride (2.09 mmol) was added dropwise. The mixture was stirred for 30 min at 0° C., allowed warming to room temperature, washed with 5% aq. potassium bicarbonate and extracted with CH2Cl2 (20 ml). The resulting organ...